Dataset: the Open Reaction Database (ORD), a public repository of structured organic reaction records. Task: describe an organic reaction: reactants, conditions, products, and yield The reactants are O=C(Cl)C1CCCCC1, NCCc1ccccc1Cl. The product is O=C(NCCc1ccccc1Cl)C1CCCCC1. As a reaction SMILES: [CH:11]1([C:17](=[O:18])[Cl:19])[CH2:12][CH2:13][CH2:14][CH2:15][CH2:16]1.[NH2:1][CH2:2][CH2:3][c:4]1[c:5]([Cl:10])[cH:6][cH:7][cH:8][cH:9]1>>[NH:1]([CH2:2][CH2:3][c:4]1[c:5]([Cl:10])[cH:6][cH:7][cH:8][cH:9]1)[C:17]([CH:11]1[CH2:12][CH2:13][CH2:14][CH2:15][CH2:16]1)=[O:18]. The reactants are C(C)(C)(C)OC(=O)NC1=NC(=NS1)/C(=C/C)/C(=O)O (Z-1-(5-t-butoxycarbonylamino-1,2,4-thiadiazol-3-yl)propene-1-carboxylic acid). Run in FC(C(=O)O)(F)F (trifluoroacetic acid). Run at temperature 0 celsius, time 2 hour. Product: NC1=NC(=NS1)/C(=C/C)/C(=O)O (Z-1-(5-amino-1,2,4-thiadiazol-3-yl)propene-1-carboxylic acid). RXN SMILES: C(OC([NH:8][C:9]1[S:13][N:12]=[C:11](/[C:14](/[C:17]([OH:19])=[O:18])=[CH:15]/[CH3:16])[N:10]=1)=O)(C)(C)C>FC(F)(F)C(O)=O>[NH2:8][C:9]1[S:13][N:12]=[C:11](/[C:14](/[C:17]([OH:19])=[O:18])=[CH:15]/[CH3:16])[N:10]=1. Procedure details: 340 mg (1.2 mMol) of Z-1-(5-t-butoxycarbonylamino-1,2,4-thiadiazol-3-yl)propene-1-carboxylic acid were dissolved in 4 ml of trifluoroacetic acid at 0° C. and stirred at 0° C. for 2 hours. The trifluoroacetic acid was now removed in vacuo, and the residue was dissolved 2×in CH2Cl2 which was again removed in vacuo each time. The residue was dissolved in 5 ml of water, the pH was adjusted to 4 with 1N NaOH, and the mixture was extracted 3×20 ml of ethyl acetate, which was discarded. The evaporated ... Starting materials: O1CCOC2=C1C=CC(=C2)CN(C(OC(C)(C)C)=O)C2CCN(CC2)CCN2C(C=CC1=CN=CC=C21)=O (tert-butyl (2,3-dihydro-1,4-benzodioxin-6-ylmethyl)(1-(2-(2-oxo-1,6-naphthyridin-1(2H)-yl)ethyl)piperidin-4-yl)carbamate), Cl.C(C)(=O)OCC (hydrogen chloride ethyl acetate), Cl.C(C)(=O)OCC (hydrogen chloride ethyl acetate). Run at time 30 minute. Yields the product Cl.O1CCOC2=C1C=CC(=C2)CNC2CCN(CC2)CCN2C(C=CC1=CN=CC=C21)=O (1-(2-(4-((2,3-dihydro-1,4-benzodioxin-6-ylmethyl)amino)piperidin-1-yl)ethyl)-1,6-naphthyridin-2(1H)-one hydrochloride). As a reaction SMILES: [O:1]1[C:6]2[CH:7]=[CH:8][C:9]([CH2:11][N:12]([CH:20]3[CH2:25][CH2:24][N:23]([CH2:26][CH2:27][N:28]4[C:37]5[C:32](=[CH:33][N:34]=[CH:35][CH:36]=5)[CH:31]=[CH:30][C:29]4=[O:38])[CH2:22][CH2:21]3)C(=O)OC(C)(C)C)=[CH:10][C:5]=2[O:4][CH2:3][CH2:2]1.[ClH:39].C(OCC)(=O)C>>[ClH:39].[O:1]1[C:6]2[CH:7]=[CH:8][C:9]([CH2:11][NH:12][CH:20]3[CH2:25][CH2:24][N:23]([CH2:26][CH2:27][N:28]4[C:37]5[C:32](=[CH:33][N:34]=[CH:35][CH:36]=5)[CH:31]=[CH:30][C:29]4=[O:38])[CH2:22][CH2:21]3)=[CH:10][C:5]=2[O:4][CH2:3][CH2:2]1 |f:1.2,3.4|. Procedure: To 0.15 g of tert-butyl (2,3-dihydro-1,4-benzodioxin-6-ylmethyl)(1-(2-(2-oxo-1,6-naphthyridin-1(2H)-yl)ethyl)piperidin-4-yl)carbamate, 10 mL of a 4 mol/L hydrogen chloride/ethyl acetate solution was added, and the mixture was stirred at room temperature for 2 hours 30 minutes. Thereto was further added 5 mL of a 4 mol/L hydrogen chloride/ethyl acetate solution, the mixture was reacted at room temperature for 20 hours, and the solvent was distilled off under reduced pressure. The mixture was diss...